Dataset: the Open Reaction Database (ORD), a public repository of structured organic reaction records. Task: describe an organic reaction: reactants, conditions, products, and yield Starting materials: C(C)C1=CC2=C(NC(N(C2=O)C=2C=NC3=CC=CC=C3C2)=O)S1 (6-ethyl-3-quinolin-3-ylthieno[2,3-d]pyrimidine-2,4(1H,3H)-dione), BrCC1=CC=C(C=C1)C1=C(C=CC=C1)C1=NOC(=N1)C(Cl)(Cl)Cl (3-[4′-(bromomethyl)biphenyl-2-yl]-5-(trichloromethyl)-1,2,4-oxadiazole), C([O-])([O-])=O.[K+].[K+] (potassium carbonate), CN(C=O)C (N,N-dimethylformamide). Solvent: C(C)(=O)OCC (ethyl acetate). Conditions: time 2 hour. The product is C(C)C1=CC2=C(N(C(N(C2=O)C=2C=NC3=CC=CC=C3C2)=O)CC2=CC=C(C=C2)C2=C(C=CC=C2)C2=NOC(N2)=O)S1 (6-ethyl-1-{[2′-(5-oxo-4,5-dihydro-1,2,4-oxadiazol-3-yl)biphenyl-4-yl]methyl}-3-quinolin-3-ylthieno[2,3-d]pyrimidine-2,4(1H,3H)-dione). Isolated yield 34.9%. As a reaction SMILES: [CH2:1]([C:3]1[S:23][C:6]2[NH:7][C:8](=[O:22])[N:9]([C:12]3[CH:13]=[N:14][C:15]4[C:20]([CH:21]=3)=[CH:19][CH:18]=[CH:17][CH:16]=4)[C:10](=[O:11])[C:5]=2[CH:4]=1)[CH3:2].Br[CH2:25][C:26]1[CH:31]=[CH:30][C:29]([C:32]2[CH:37]=[CH:36][CH:35]=[CH:34][C:33]=2[C:38]2[N:42]=[C:41](C(Cl)(Cl)Cl)[O:40][N:39]=2)=[CH:28][CH:27]=1.C(=O)([O-])[O-:48].[K+].[K+].CN(C)C=O>C(OCC)(=O)C>[CH2:1]([C:3]1[S:23][C:6]2[N:7]([CH2:25][C:26]3[CH:31]=[CH:30][C:29]([C:32]4[CH:37]=[CH:36][CH:35]=[CH:34][C:33]=4[C:38]4[NH:42][C:41](=[O:48])[O:40][N:39]=4)=[CH:28][CH:27]=3)[C:8](=[O:22])[N:9]([C:12]3[CH:13]=[N:14][C:15]4[C:20]([CH:21]=3)=[CH:19][CH:18]=[CH:17][CH:16]=4)[C:10](=[O:11])[C:5]=2[CH:4]=1)[CH3:2] |f:2.3.4|. Procedure details: A mixture of 6-ethyl-3-quinolin-3-ylthieno[2,3-d]pyrimidine-2,4(1H,3H)-dione (0.6 g), 3-[4′-(bromomethyl)biphenyl-2-yl]-5-(trichloromethyl)-1,2,4-oxadiazole (0.8 g), potassium carbonate (0.6 g) and N,N-dimethylformamide (20 mL) was stirred at room temperature for 2 hr. The reaction mixture was diluted with ethyl acetate, washed successively with water and saturated brine, and dried over anhydrous magnesium sulfate. The solvent was evaporated under reduced pressure. The obtained residue was purif... The reactants are [Al+3], C1CCOC1, COC(=O)c1c(C)nc2c(ccn2Cc2ccc(Cl)cc2F)c1-c1ccc(C)cc1, [H-], [H-], [H-], [H-], [Li+], [Na+], [OH-], O. The product is Cc1ccc(-c2c(CO)c(C)nc3c2ccn3Cc2ccc(Cl)cc2F)cc1. Reaction SMILES: [Al+3:32].[CH2:40]1[O:41][CH2:42][CH2:43][CH2:44]1.[Cl:1][c:2]1[cH:3][c:4]([F:30])[c:5]([CH2:6][n:7]2[cH:8][cH:9][c:10]3[c:11]2[n:12][c:13]([CH3:27])[c:14]([C:23](=[O:24])[O:25][CH3:26])[c:15]3-[c:16]2[cH:17][cH:18][c:19]([CH3:22])[cH:20][cH:21]2)[cH:28][cH:29]1.[H-:31].[H-:34].[H-:35].[H-:36].[Li+:33].[Na+:39].[OH-:38].[OH2:37]>>[Cl:1][c:2]1[cH:3][c:4]([F:30])[c:5]([CH2:6][n:7]2[cH:8][cH:9][c:10]3[c:11]2[n:12][c:13]([CH3:27])[c:14]([CH2:23][OH:24])[c:15]3-[c:16]2[cH:17][cH:18][c:19]([CH3:22])[cH:20][cH:21]2)[cH:28][cH:29]1. The reactants are O=C1CCC(=O)N1Br, ClCCl, O=C(O)C(CC1CCCC1)c1ccc(Cl)c(Cl)c1, N#Cc1ccc(N)nc1, O, c1ccc(P(c2ccccc2)c2ccccc2)cc1, c1ccncc1. The product is N#Cc1ccc(NC(=O)C(CC2CCCC2)c2ccc(Cl)c(Cl)c2)nc1. RXN SMILES: [Br:20][N:21]1[C:22](=[O:23])[CH2:24][CH2:25][C:26]1=[O:27].[CH2:61]([Cl:62])[Cl:63].[CH:28]1([CH2:33][CH:34]([C:35](=[O:36])[OH:37])[c:38]2[cH:39][c:40]([Cl:45])[c:41]([Cl:44])[cH:42][cH:43]2)[CH2:29][CH2:30][CH2:31][CH2:32]1.[NH2:46][c:47]1[n:48][cH:49][c:50]([C:51]#[N:52])[cH:53][cH:54]1.[OH2:64].[c:1]1([P:2]([c:3]2[cH:4][cH:5][cH:6][cH:7][cH:8]2)[c:9]2[cH:10][cH:11][cH:12][cH:13][cH:14]2)[cH:15][cH:16][cH:17][cH:18][cH:19]1.[cH:55]1[cH:56][cH:57][n:58][cH:59][cH:60]1>>[CH:28]1([CH2:33][CH:34]([C:35](=[O:37])[NH:46][c:47]2[n:48][cH:49][c:50]([C:51]#[N:52])[cH:53][cH:54]2)[c:38]2[cH:39][c:40]([Cl:45])[c:41]([Cl:44])[cH:42][cH:43]2)[CH2:29][CH2:30][CH2:31][CH2:32]1.